This data is from the Open Reaction Database (ORD), a public repository of structured organic reaction records. The task is: describe an organic reaction: reactants, conditions, products, and yield The reactants are NCC1CCCCC1, Nc1cccc(F)c1, O=C(O)c1ccc(CN2C(=O)C3(COc4cc5c(cc43)CCO5)c3ccccc32)cc1, O=C(O)c1cccc(CN2C(=O)C3(COc4cc5c(cc43)CCO5)c3ccccc32)c1. Yields the product O=C(Nc1cccc(F)c1)c1ccc(CN2C(=O)C3(COc4cc5c(cc43)CCO5)c3ccccc32)cc1. Reaction SMILES: [CH:9]1([CH2:10][NH2:11])[CH2:12][CH2:13][CH2:14][CH2:15][CH2:16]1.[NH2:1][c:2]1[cH:3][cH:4][cH:5][c:6]([F:7])[cH:8]1.[O:17]=[C:18]1[N:19]([CH2:38][c:39]2[cH:40][cH:41][c:42]([C:43](=[O:44])[OH:45])[cH:46][cH:47]2)[c:20]2[cH:21][cH:22][cH:23][cH:24][c:25]2[C:26]12[c:27]1[c:28]([cH:31][c:32]3[c:36]([cH:37]1)[CH2:35][CH2:34][O:33]3)[O:29][CH2:30]2.[O:48]=[C:49]1[C:50]2([CH2:51][O:52][c:53]3[cH:54][c:55]4[c:56]([cH:57][c:58]32)[CH2:59][CH2:60][O:61]4)[c:62]2[c:63]([cH:64][cH:65][cH:66][cH:67]2)[N:68]1[CH2:69][c:70]1[cH:71][c:72]([C:76]([OH:77])=[O:78])[cH:73][cH:74][cH:75]1>>[NH:1]([c:2]1[cH:3][cH:4][cH:5][c:6]([F:7])[cH:8]1)[C:43]([c:42]1[cH:41][cH:40][c:39]([CH2:38][N:19]2[C:18](=[O:17])[C:26]3([c:25]4[c:20]2[cH:21][cH:22][cH:23][cH:24]4)[c:27]2[c:28]([cH:31][c:32]4[c:36]([cH:37]2)[CH2:35][CH2:34][O:33]4)[O:29][CH2:30]3)[cH:47][cH:46]1)=[O:44]. The yield is 70.4%. The solvent is C(C)OCC (diethyl ether), C(C)OCC (diethyl ether). Reactants: [H-].[Na+] (sodium hydride), [H-].[Na+] (sodium hydride), C(C#C)O (propargyl alcohol), BrCC(=O)OCC (ethyl bromoacetate), CO (methanol). Reaction SMILES: [H-].[Na+].[CH2:3]([OH:6])[C:4]#[CH:5].Br[CH2:8][C:9]([O:11][CH2:12][CH3:13])=[O:10].CO>C(OCC)C>[CH2:3]([O:6][CH2:8][C:9]([O:11][CH2:12][CH3:13])=[O:10])[C:4]#[CH:5] |f:0.1|. Reported procedure: To an anhydrous solution containing 5.1 g of 55% oily sodium hydride in 120 ml of diethyl ether were added 24 ml of an anhydrous diethyl ether solution containing 5.6 g of propargyl alcohol. The mixture was stirred at room temperature for 1.5 hours, after which 20.9 g of ethyl bromoacetate were added dropwise. The mixture was allowed to stand overnight, after which the excess sodium hydride was decomposed with methanol. After separating off the precipitate produced, the filtrate was distilled to... Yields the product C(C#C)OCC(=O)OCC (ethyl α-propargyloxyacetate). Conditions: time 1.5 hour.